Task: describe an organic reaction: reactants, conditions, products, and yield. Dataset: the Open Reaction Database (ORD), a public repository of structured organic reaction records The reactants are O=C([O-])[O-], CC#N, ClCCCI, [Cs+], [Cs+], O=C1CSc2ccccc2N1. The product is O=C1CSc2ccccc2N1CCCCl. Reaction SMILES: [C:12](=[O:13])([O-:14])[O-:15].[CH3:23][C:24]#[N:25].[Cl:18][CH2:19][CH2:20][CH2:21][I:22].[Cs+:16].[Cs+:17].[S:1]1[CH2:2][C:3](=[O:11])[NH:4][c:5]2[c:6]1[cH:7][cH:8][cH:9][cH:10]2>>[S:1]1[CH2:2][C:3](=[O:11])[N:4]([CH2:21][CH2:20][CH2:19][Cl:18])[c:5]2[c:6]1[cH:7][cH:8][cH:9][cH:10]2. The reactants are C(C)OC(=O)C=1C(C2=C(N=C(N=C2)S(=O)(=O)C)N(C1)C=1C=C2CCCC2=CC1)=O (8-Indan-5-yl-2-methanesulfonyl-5-oxo-5,8-dihydro-pyrido[2,3-d]pyrimidine-6-carboxylic acid ethyl ester), CN1CCN(CC1)C1=CC=C(C=C1)N (4-(4-methyl-piperazin-1-yl)-phenylamine). Solvent: C(C)(C)O (isopropanol). Run at temperature 90 celsius. Yields the product C(C)OC(=O)C=1C(C2=C(N=C(N=C2)NC2=CC=C(C=C2)N2CCN(CC2)C)N(C1)C=1C=C2CCCC2=CC1)=O (8-indan-5-yl-2-[4-(4-methyl-piperazin-1-yl)-phenylamino]-5-oxo-5,8-dihydro-pyrido[2,3-d]pyrimidine-6-carboxylic acid ethyl ester), solid. Isolated yield 61.0%. RXN SMILES: [CH2:1]([O:3][C:4]([C:6]1[C:7](=[O:29])[C:8]2[CH:13]=[N:12][C:11](S(C)(=O)=O)=[N:10][C:9]=2[N:18]([C:20]2[CH:21]=[C:22]3[C:26](=[CH:27][CH:28]=2)[CH2:25][CH2:24][CH2:23]3)[CH:19]=1)=[O:5])[CH3:2].[CH3:30][N:31]1[CH2:36][CH2:35][N:34]([C:37]2[CH:42]=[CH:41][C:40]([NH2:43])=[CH:39][CH:38]=2)[CH2:33][CH2:32]1>C(O)(C)C>[CH2:1]([O:3][C:4]([C:6]1[C:7](=[O:29])[C:8]2[CH:13]=[N:12][C:11]([NH:43][C:40]3[CH:39]=[CH:38][C:37]([N:34]4[CH2:33][CH2:32][N:31]([CH3:30])[CH2:36][CH2:35]4)=[CH:42][CH:41]=3)=[N:10][C:9]=2[N:18]([C:20]2[CH:21]=[C:22]3[C:26](=[CH:27][CH:28]=2)[CH2:25][CH2:24][CH2:23]3)[CH:19]=1)=[O:5])[CH3:2]. Procedure details: The mixture of 8-Indan-5-yl-2-methanesulfonyl-5-oxo-5,8-dihydro-pyrido[2,3-d]pyrimidine-6-carboxylic acid ethyl ester (11.2 mg, 0.027 mmol) and 4-(4-methyl-piperazin-1-yl)-phenylamine (5.2 mg, 0.027 mmol) in 1 mL of isopropanol was heated to 90° C. for 1 hour. The solvent was evaporated and the residue was re-dissolved in a mixture of methanol and CH2Cl2 (1:1, v/v) and applied onto a prep-TLC plate (2000 micro). The plate was developed in NH4OH/MeOH/CH2Cl2 (1:9:90, v/v). 8-indan-5-yl-2-[4-(4-met... Reactants: BrCC(C(C(=O)NC1[C@@H]2N(C(=C(CS2)C=C)C(=O)OC(C2=CC=CC=C2)C2=CC=CC=C2)C1=O)=NOC)=O (benzhydryl 7-(4-bromo-2-methoxyiminoacetoacetamido)-3-vinyl-3-cephem-4-carboxylate), NC(=S)N (thiourea), C(C)(=O)[O-].[Na+] (sodium acetate), C(C)OCC (diethyl ether). The solvent is O (water), O1CCCC1 (tetrahydrofuran). Yields the product NC=1SC=C(N1)C(C(=O)NC1[C@@H]2N(C(=C(CS2)C=C)C(=O)OC(C2=CC=CC=C2)C2=CC=CC=C2)C1=O)=NOC (benzhydryl 7-[2-(2-aminothiazol-4-yl)-2-methoxyiminoacetamido]-3-vinyl-3-cephem-4-carboxylate). Yield: 91.0%. RXN SMILES: Br[CH2:2][C:3](=O)[C:4](=[N:35][O:36][CH3:37])[C:5]([NH:7][CH:8]1[C:33](=[O:34])[N:10]2[C:11]([C:17]([O:19][CH:20]([C:27]3[CH:32]=[CH:31][CH:30]=[CH:29][CH:28]=3)[C:21]3[CH:26]=[CH:25][CH:24]=[CH:23][CH:22]=3)=[O:18])=[C:12]([CH:15]=[CH2:16])[CH2:13][S:14][C@H:9]12)=[O:6].[NH2:39][C:40]([NH2:42])=[S:41].C([O-])(=O)C.[Na+].C(OCC)C>O.O1CCCC1>[NH2:42][C:40]1[S:41][CH:2]=[C:3]([C:4](=[N:35][O:36][CH3:37])[C:5]([NH:7][CH:8]2[C:33](=[O:34])[N:10]3[C:11]([C:17]([O:19][CH:20]([C:21]4[CH:26]=[CH:25][CH:24]=[CH:23][CH:22]=4)[C:27]4[CH:32]=[CH:31][CH:30]=[CH:29][CH:28]=4)=[O:18])=[C:12]([CH:15]=[CH2:16])[CH2:13][S:14][C@H:9]23)=[O:6])[N:39]=1 |f:2.3|. Reported procedure: A solution of benzhydryl 7-(4-bromo-2-methoxyiminoacetoacetamido)-3-vinyl-3-cephem-4-carboxylate (syn isomer)(1.2 g), thiourea (0.5 g) and sodium acetate (trihydrate)(0.7 g) in water (20 ml) and tetrahydrofuran (20 ml) was stirred at 30° C. for 3.5 hours. The reaction mixture was extracted with ethyl acetate, and the extract was washed with water and dried over anhydrous magnesium sulfate. Removal of the solvent gave a residue, which was pulverized with diethyl ether to obtain benzhydryl 7-[2-(2... Starting materials: O=C([O-])O, CCOC(C)=O, CC(C)(O)CCl, [Na+], [Na+], [Na+], O=C([O-])[O-], CN(C)C=O, O=Cc1ccc(O)cc1. Yields the product CC(C)(O)COc1ccc(C=O)cc1. RXN SMILES: [C:22](=[O:23])([OH:24])[O-:25].[CH3:32][CH2:33][O:34][C:35](=[O:36])[CH3:37].[Cl:10][CH2:11][C:12]([CH3:13])([OH:14])[CH3:15].[Na+:16].[Na+:17].[Na+:26].[O-:18][C:19](=[O:20])[O-:21].[O:27]=[CH:28][N:29]([CH3:30])[CH3:31].[OH:1][c:2]1[cH:3][cH:4][c:5]([CH:6]=[O:7])[cH:8][cH:9]1>>[O:1]([c:2]1[cH:3][cH:4][c:5]([CH:6]=[O:7])[cH:8][cH:9]1)[CH2:11][C:12]([CH3:13])([OH:14])[CH3:15]. Reactants: ClCCl, COC(=O)C#CC(O)c1ccc2c(c1)OCO2. Product: COC(=O)C#CC(=O)c1ccc2c(c1)OCO2. Reaction SMILES: [CH2:18]([Cl:19])[Cl:20].[OH:1][CH:2]([C:3]#[C:4][C:5](=[O:6])[O:7][CH3:8])[c:9]1[cH:10][c:11]2[c:12]([cH:13][cH:14]1)[O:15][CH2:16][O:17]2>>[O:1]=[C:2]([C:3]#[C:4][C:5](=[O:6])[O:7][CH3:8])[c:9]1[cH:10][c:11]2[c:12]([cH:13][cH:14]1)[O:15][CH2:16][O:17]2. The reactants are C(C)(C)(C)OC(=O)N1[C@H](CN(CC1)C(=O)OC(C)(C)C)C(=O)[O-] (1,4-Di-N-tert-butoxycarbonylpiperazine-2(R)-carboxylate), N1(C=NC=C1)CCC1NCCCC1 (2(R/S)-[2-(1H-imidazol-1-yl)ethyl]piperidine), Cl.CN(CCCN=C=NCC)C (1-(3-dimethylaminopropyl)-3-ethylcarbodiimide hydrochloride), ON1N=NC2=C1C=CC=C2 (1-hydroxybenzotriazole), CN1CCOCC1 (4-methylmorpholine). Solvent: CN(C)C=O (DMF). Run at temperature 25 celsius, time 122 hour. Product: CC(C)(C)OC(=O)N1[C@H](CN(CC1)C(=O)OC(C)(C)C)C(=O)N1C(CCCC1)CCN1C=NC=C1 (Bis-(1,1-dimethylethyl)2(R)-[[2-[2-(1H-imidazol-1-yl)ethyl]-1-piperidinyl]carbonyl]-1,4-piperazinedicarboxylate). Yield: 30.3%. RXN SMILES: [C:1]([O:5][C:6]([N:8]1[CH2:13][CH2:12][N:11]([C:14]([O:16][C:17]([CH3:20])([CH3:19])[CH3:18])=[O:15])[CH2:10][C@@H:9]1[C:21]([O-])=[O:22])=[O:7])([CH3:4])([CH3:3])[CH3:2].[N:24]1([CH2:29][CH2:30][CH:31]2[CH2:36][CH2:35][CH2:34][CH2:33][NH:32]2)[CH:28]=[CH:27][N:26]=[CH:25]1.Cl.CN(C)CCCN=C=NCC.ON1C2C=CC=CC=2N=N1.CN1CCOCC1>CN(C=O)C>[CH3:2][C:1]([O:5][C:6]([N:8]1[CH2:13][CH2:12][N:11]([C:14]([O:16][C:17]([CH3:20])([CH3:18])[CH3:19])=[O:15])[CH2:10][C@@H:9]1[C:21]([N:32]1[CH2:33][CH2:34][CH2:35][CH2:36][CH:31]1[CH2:30][CH2:29][N:24]1[CH:28]=[CH:27][N:26]=[CH:25]1)=[O:22])=[O:7])([CH3:4])[CH3:3] |f:2.3|. Procedure: 1,4-Di-N-tert-butoxycarbonylpiperazine-2(R)-carboxylate (prepared as described in Preparative Example 2) (0.6946 g, 2.1 mmoles), 2(R/S)-[2-(1H-imidazol-1-yl)ethyl]piperidine (0.49 g, 2.73 mmoles) (prepared as described in Preparative Example 57, Step D) (INO972). 1-(3-dimethylaminopropyl)-3-ethylcarbodiimide hydrochloride (0.524 g, 2.73 mmoles), 1-hydroxybenzotriazole (0.3693 g, 2.73 mmoles) and 4-methylmorpholine (0.2765 g, 0.3005 mL, 2.73 mmoles) were dissolved in anhydrous DMF (3 mL) and the ... Starting materials: C1CCOC1, CCOC(C)=O, CC1(C)OB(c2ccc3c(c2)[nH]c2c(C(N)=O)cnc(NC(C4CC4)C(F)(F)F)c23)OC1(C)C, [I-], NCl, [Na+], O. Yields the product NC(=O)c1cnc(NC(C2CC2)C(F)(F)F)c2c1[nH]c1cc(I)ccc12. Reaction SMILES: [CH2:39]1[O:40][CH2:41][CH2:42][CH2:43]1.[CH3:45][CH2:46][O:47][C:48]([CH3:49])=[O:50].[CH:1]1([CH:4]([C:5]([F:6])([F:7])[F:8])[NH:9][c:10]2[n:11][cH:12][c:13]([C:32](=[O:33])[NH2:34])[c:14]3[nH:15][c:16]4[cH:17][c:18]([B:23]5[O:24][C:25]([CH3:26])([CH3:27])[C:28]([CH3:29])([CH3:30])[O:31]5)[cH:19][cH:20][c:21]4[c:22]23)[CH2:2][CH2:3]1.[I-:38].[NH2:35][Cl:36].[Na+:37].[OH2:44]>>[CH:1]1([CH:4]([C:5]([F:6])([F:7])[F:8])[NH:9][c:10]2[n:11][cH:12][c:13]([C:32](=[O:33])[NH2:34])[c:14]3[nH:15][c:16]4[cH:17][c:18]([I:38])[cH:19][cH:20][c:21]4[c:22]23)[CH2:2][CH2:3]1. Starting materials: C(C)(=O)NC=1C=C(C=CC1)NC1=NC=C(C(=N1)NCC1CNCCC1)C(=O)N (2-(3-acetamidophenylamino)-4-(piperidin-3-ylmethylamino)pyrimidine-5-carboxamide), CCN(C(C)C)C(C)C (DIEA), CS(=O)(=O)Cl (methanesulfonyl chloride). The solvent is C(Cl)Cl (CH2Cl2). Reaction conditions: time 18 hour. Product: C(C)(=O)NC=1C=C(C=CC1)NC1=NC=C(C(=N1)NCC1CN(CCC1)S(=O)(=O)C)C(=O)N (2-(3-acetamidophenylamino)-4-((1-(methylsulfonyl)piperidin-3-yl)methylamino)pyrimidine-5-carboxamide). Yield: 12.5%. RXN SMILES: [C:1]([NH:4][C:5]1[CH:6]=[C:7]([NH:11][C:12]2[N:17]=[C:16]([NH:18][CH2:19][CH:20]3[CH2:25][CH2:24][CH2:23][NH:22][CH2:21]3)[C:15]([C:26]([NH2:28])=[O:27])=[CH:14][N:13]=2)[CH:8]=[CH:9][CH:10]=1)(=[O:3])[CH3:2].CCN(C(C)C)C(C)C.[CH3:38][S:39](Cl)(=[O:41])=[O:40]>C(Cl)Cl>[C:1]([NH:4][C:5]1[CH:6]=[C:7]([NH:11][C:12]2[N:17]=[C:16]([NH:18][CH2:19][CH:20]3[CH2:25][CH2:24][CH2:23][N:22]([S:39]([CH3:38])(=[O:41])=[O:40])[CH2:21]3)[C:15]([C:26]([NH2:28])=[O:27])=[CH:14][N:13]=2)[CH:8]=[CH:9][CH:10]=1)(=[O:3])[CH3:2]. Reported procedure: To a mixture of 2-(3-acetamidophenylamino)-4-(piperidin-3-ylmethylamino)pyrimidine-5-carboxamide (40 mg, 0.104 mmol) and DIEA (0.100 mL, 0.575 mmol) in CH2Cl2 (2 mL), methanesulfonyl chloride (0.032 mL, 0.413 mmol) was added. The mixture was stirred at room temperature for 18 h. It was then purified by HPLC to give the titled compound (6 mg). MS 462.4 (M+H); UV 204.7, 248.6 nm. Reactants: CC(C)CCS(=O)(=O)Cl, C[Si](C)(C)CCOCn1ccc2nc(-c3cccnc3NC3CCNC3)cnc21. Product: CC(C)CCS(=O)(=O)N1CCC(Nc2ncccc2-c2cnc3c(ccn3COCC[Si](C)(C)C)n2)C1. As a reaction SMILES: [CH3:30][CH:31]([CH2:32][CH2:33][S:34](=[O:35])(=[O:36])[Cl:37])[CH3:38].[NH:1]1[CH2:2][CH:3]([NH:6][c:7]2[n:8][cH:9][cH:10][cH:11][c:12]2-[c:13]2[n:14][c:15]3[c:16]([n:17][cH:18]2)[n:19]([CH2:22][O:23][CH2:24][CH2:25][Si:26]([CH3:27])([CH3:28])[CH3:29])[cH:20][cH:21]3)[CH2:4][CH2:5]1>>[N:1]1([S:34]([CH2:33][CH2:32][CH:31]([CH3:30])[CH3:38])(=[O:35])=[O:36])[CH2:2][CH:3]([NH:6][c:7]2[n:8][cH:9][cH:10][cH:11][c:12]2-[c:13]2[n:14][c:15]3[c:16]([n:17][cH:18]2)[n:19]([CH2:22][O:23][CH2:24][CH2:25][Si:26]([CH3:27])([CH3:28])[CH3:29])[cH:20][cH:21]3)[CH2:4][CH2:5]1.